From a dataset of the Open Reaction Database (ORD), a public repository of structured organic reaction records. describe an organic reaction: reactants, conditions, products, and yield Starting materials: diethylamino dimethyl disilazane ((CH3)2SiN(CH2CH3)2)2NH, C[Si](N[Si](C)(C)C)(C)C (hexamethyldisilazane), [Cl-].[Al+3].[Cl-].[Cl-] (aluminum chloride), Cl[Si](C)(C)C (chlorotrimethylsilane), Cl[Si](C)(C)Cl (dichloro dimethylsilane), Cl[Si](C)(C)Cl (dichloro dimethylsilane), C(C)NCC (diethylamine). Reaction conditions: temperature 25 celsius. Product: C(C)N(CC)[Si](N[SiH3])(C)C (Diethylamino Dimethyl Disilazane). Yield: 75.0%. RXN SMILES: [CH3:1][Si:2]([CH3:9])(C)[NH:3][Si:4](C)(C)C.[Cl-].[Al+3].[Cl-].[Cl-].Cl[Si](Cl)(C)C.Cl[Si](C)(C)C.[CH2:24]([NH:26][CH2:27][CH3:28])[CH3:25]>>[CH2:24]([N:26]([Si:2]([CH3:9])([CH3:1])[NH:3][SiH3:4])[CH2:27][CH3:28])[CH3:25] |f:1.2.3.4|. Reported procedure: 250 g (1.55 mol) of hexamethyldisilazane (((CH3)3Si)2NH) and 10 g (0.075 mol) of aluminum chloride (AlCl3) were put into 2000 mL of a flame-dried Schlenk flask under anhydrous and inert atmosphere while stirring, 499.80 g (3.87 mol) of dichloro dimethylsilane ((CH3)2SiCl2) was slowly added thereto while maintaining temperature of 25° C. and a temperature of the reaction solution was slowly raised to 40° C. The mixed reaction solution was stirred for 3 hours and the produced chlorotrimethylsilane... The reactants are S1C(NC(C1)=O)=O (thiazolidine-2,4-dione), OC=1C=C(C=O)C=C(C1O)[N+](=O)[O-] (3,4-dihydroxy-5-nitrobenzaldehyde), N1CCCCC1 (piperidine). Run in C(C)(=O)O (acetic acid). Run at temperature 80 celsius. Yields the product OC=1C=C(C=C(C1O)[N+](=O)[O-])C=C1C(NC(S1)=O)=O (5-[(3,4-Dihydroxy-5-nitrophenyl)methylidene]-thiazolidin-2,4-dione). RXN SMILES: [S:1]1[CH2:5][C:4](=[O:6])[NH:3][C:2]1=[O:7].[OH:8][C:9]1[CH:10]=[C:11]([CH:14]=[C:15]([N+:18]([O-:20])=[O:19])[C:16]=1[OH:17])[CH:12]=O.N1CCCCC1>C(O)(=O)C>[OH:8][C:9]1[CH:10]=[C:11]([CH:12]=[C:5]2[S:1][C:2](=[O:7])[NH:3][C:4]2=[O:6])[CH:14]=[C:15]([N+:18]([O-:20])=[O:19])[C:16]=1[OH:17]. Reported procedure: A solution containing 0.59 g (0.005 mol) of thiazolidine-2,4-dione, 0.92 g (0.005 mol) of 3,4-dihydroxy-5-nitrobenzaldehyde and 0.05 ml of piperidine in 5 ml of acetic acid was heated for 7-8 h at 80° C. The crystals were filtered and washed with ethanol. Yield 1.0 g (72%), mp 295°-298° C. Starting materials: P(=O)([O-])([O-])[O-].[K+].[K+].[K+] (potassium phosphate), N1N=CC=C1 (1H-pyrazole), C(C1=CC=CC=C1)OC1=C(C=CC(=C1)Br)F (2-benzyloxy-4-bromo-1-fluoro-benzene), N[C@@H]1[C@H](CCCC1)N ((1S,2S)-(+)-1,2-diaminocyclohexane). The reagents and catalysts are [Cu]I (copper (I) iodide). The solvent is O (water), CCOC(=O)C (EtOAc), O1CCOCC1 (1,4-dioxane). Conditions: temperature 200 celsius. Yields the product C(C1=CC=CC=C1)OC=1C=C(C=CC1F)N1N=CC=C1 (1-(3-benzyloxy-4-fluoro-phenyl)pyrazole). Isolated yield 43.0%. RXN SMILES: [CH2:1]([O:8][C:9]1[CH:14]=[C:13](Br)[CH:12]=[CH:11][C:10]=1[F:16])[C:2]1[CH:7]=[CH:6][CH:5]=[CH:4][CH:3]=1.N[C@H]1CCCC[C@@H]1N.P([O-])([O-])([O-])=O.[K+].[K+].[K+].[NH:33]1[CH:37]=[CH:36][CH:35]=[N:34]1>O1CCOCC1.O.CCOC(C)=O.[Cu]I>[CH2:1]([O:8][C:9]1[CH:14]=[C:13]([N:33]2[CH:37]=[CH:36][CH:35]=[N:34]2)[CH:12]=[CH:11][C:10]=1[F:16])[C:2]1[CH:7]=[CH:6][CH:5]=[CH:4][CH:3]=1 |f:2.3.4.5|. Procedure details: To a microwave vial containing 2-benzyloxy-4-bromo-1-fluoro-benzene [CAS: 1036724-54-5] (1500 mg, 5.34 mmol) and (1S,2S)-(+)-1,2-diaminocyclohexane (121.86 mg, 1.07 mmol) in 1,4-dioxane (10 mL) was added copper (I) iodide (203.24 mg, 1.07 mmol), potassium phosphate (2265.3 mg, 10.67 mmol), and 1H-pyrazole (363.26 mg, 5.34 mmol). The vial was sealed and heated in a microwave at 200° C. for 1 hour. The reaction mixture was diluted with water (50 mL) and EtOAc (30 mL), and the organics were separat... The reactants are CSC.B (Borane-dimethyl sulfide), NC1=C(C#N)C=CC(=C1)[N+](=O)[O-] (2-amino-4-nitro-benzonitrile). Run in C1CCOC1 (THF). Reaction conditions: time 3 hour. Yields the product NCC1=C(C=C(C=C1)[N+](=O)[O-])N (2-aminomethyl-5-nitro-phenylamine). The yield is 74.8%. RXN SMILES: CSC.B.[NH2:5][C:6]1[CH:13]=[C:12]([N+:14]([O-:16])=[O:15])[CH:11]=[CH:10][C:7]=1[C:8]#[N:9]>C1COCC1>[NH2:9][CH2:8][C:7]1[CH:10]=[CH:11][C:12]([N+:14]([O-:16])=[O:15])=[CH:13][C:6]=1[NH2:5] |f:0.1|. Procedure details: Borane-dimethyl sulfide (40 mL, 80 mmol) was added dropwise to a stirring solution of 2-amino-4-nitro-benzonitrile (2.27 g, 14 mmol) in dry THF (50 mL) at room temperature. The mixture was stirred at same temperature for 3 hours, and then carefully quenched with 1N aqueous HCl. The mixture was made basic (pH>11) with 4N sodium hydroxide and extracted with methylene chloride. The organic phase was dried over sodium sulfate, filtered and concentrated to provide 1.75 g of 2-aminomethyl-5-nitro-phen... Starting materials: CCO, CCCCCC, CCO, CCOC(=O)CCN(C)C(=O)c1ccc(NC(c2oc3ccc(F)cc3c2C)C2CCCCC2)cc1, [Na+], C1CCOC1, [OH-]. Yields the product Cc1c(C(Nc2ccc(C(=O)N(C)CCC(=O)O)cc2)C2CCCCC2)oc2ccc(F)cc12. As a reaction SMILES: [CH2:37]([OH:38])[CH3:39].[CH3:40][CH2:41][CH2:42][CH2:43][CH2:44][CH3:45].[CH3:46][CH2:47][OH:48].[CH:1]1([CH:7]([c:8]2[o:9][c:10]3[c:11]([c:12]2[CH3:13])[cH:14][c:15]([F:18])[cH:16][cH:17]3)[NH:19][c:20]2[cH:21][cH:22][c:23]([C:26](=[O:27])[N:28]([CH2:29][CH2:30][C:31](=[O:32])[O:33][CH2:34][CH3:35])[CH3:36])[cH:24][cH:25]2)[CH2:2][CH2:3][CH2:4][CH2:5][CH2:6]1.[Na+:50].[O:51]1[CH2:52][CH2:53][CH2:54][CH2:55]1.[OH-:49]>>[CH:1]1([CH:7]([c:8]2[o:9][c:10]3[c:11]([c:12]2[CH3:13])[cH:14][c:15]([F:18])[cH:16][cH:17]3)[NH:19][c:20]2[cH:21][cH:22][c:23]([C:26](=[O:27])[N:28]([CH2:29][CH2:30][C:31](=[O:32])[OH:33])[CH3:36])[cH:24][cH:25]2)[CH2:2][CH2:3][CH2:4][CH2:5][CH2:6]1.